Dataset: the Open Reaction Database (ORD), a public repository of structured organic reaction records. Task: describe an organic reaction: reactants, conditions, products, and yield Reactants: Cl, CC(C)(C)OC(=O)N1CCCC(CN=[N+]=[N-])C1, C1CCOC1, c1ccc(P(c2ccccc2)c2ccccc2)cc1. Product: CC(C)(C)OC(=O)N1CCCC(CN)C1. As a reaction SMILES: [ClH:37].[N:1](=[N+:2]=[N-:3])[CH2:4][CH:5]1[CH2:6][N:7]([C:11](=[O:12])[O:13][C:14]([CH3:15])([CH3:16])[CH3:17])[CH2:8][CH2:9][CH2:10]1.[O:38]1[CH2:39][CH2:40][CH2:41][CH2:42]1.[c:18]1([P:19]([c:20]2[cH:21][cH:22][cH:23][cH:24][cH:25]2)[c:26]2[cH:27][cH:28][cH:29][cH:30][cH:31]2)[cH:32][cH:33][cH:34][cH:35][cH:36]1>>[NH2:1][CH2:4][CH:5]1[CH2:6][N:7]([C:11](=[O:12])[O:13][C:14]([CH3:15])([CH3:16])[CH3:17])[CH2:8][CH2:9][CH2:10]1. Starting materials: C1(=CC=CC=C1)/C=C/C(=O)OCCOC(=O)NC1(CC1)C(=O)O (1-{[((2E)-3-Phenylprop-2-enoyloxy)ethoxy]carbonylamino}cyclopropanecarboxylic Acid), C(C)OC(C)=O (ethylacetate). Reagents/catalysts: [Pd] (palladium on carbon). Run in C(C)O (ethanol). Product: C1(=CC=CC=C1)CCC(=O)OCCOC(=O)NC1(CC1)C(=O)O (1-{[(3-Phenylpropanoyloxy)ethoxy]carbonylamino}cyclopropanecarboxylic Acid). Yield: 80.4%. RXN SMILES: [C:1]1(/[CH:7]=[CH:8]/[C:9]([O:11][CH2:12][CH2:13][O:14][C:15]([NH:17][C:18]2([C:21]([OH:23])=[O:22])[CH2:20][CH2:19]2)=[O:16])=[O:10])[CH:6]=[CH:5][CH:4]=[CH:3][CH:2]=1.C(OC(=O)C)C>[Pd].C(O)C>[C:1]1([CH2:7][CH2:8][C:9]([O:11][CH2:12][CH2:13][O:14][C:15]([NH:17][C:18]2([C:21]([OH:23])=[O:22])[CH2:19][CH2:20]2)=[O:16])=[O:10])[CH:6]=[CH:5][CH:4]=[CH:3][CH:2]=1. Procedure: A dry 100 mL round-bottomed flask equipped with a magnetic stir bar and a rubber septum was charged with 1-{[((2E)-3-phenylprop-2-enoyloxy)ethoxy]carbonylamino}cyclopropanecarboxylic acid (16) (0.8 g, 2.5 mmols) and 10% palladium on carbon in 1:1 mixture of ethylacetate and ethanol. The reaction was done at 1 atm pressure under a hydrogen balloon at room temperature. After the reaction was complete, the solution was filtered through Celite and the solvents removed in vacuo using a rotary evapora... The reactants are ClC1=CC=C(C=N1)NC(C1=C(C=CC(=C1)CC=1C(C(=C(C(C1C)=O)OC)OC)=O)OC(C)=O)=O (N-(6-Chloropyridin-3-yl)-5-(5,6-dimethoxy-3-methyl-1,4-benzoquinon-2-yl)methyl-2-acetoxybenzamide), C(O)([O-])=O.[Na+] (sodium hydrogencarbonate). The solvent is CO (methanol), O (water). The product is ClC1=CC=C(C=N1)NC(C1=C(C=CC(=C1)CC=1C(C(=C(C(C1C)=O)OC)OC)=O)O)=O (N-(6-Chloropyridin-3-yl)-5-(5,6-dimethoxy-3-methyl-1,4-benzoquinon-2-yl)methyl-2-hydroxybenzamide). Isolated yield 87.5%. Reaction SMILES: [Cl:1][C:2]1[N:7]=[CH:6][C:5]([NH:8][C:9](=[O:34])[C:10]2[CH:15]=[C:14]([CH2:16][C:17]3[C:18](=[O:29])[C:19]([O:27][CH3:28])=[C:20]([O:25][CH3:26])[C:21](=[O:24])[C:22]=3[CH3:23])[CH:13]=[CH:12][C:11]=2[O:30]C(=O)C)=[CH:4][CH:3]=1.C(=O)([O-])O.[Na+]>CO.O>[Cl:1][C:2]1[N:7]=[CH:6][C:5]([NH:8][C:9](=[O:34])[C:10]2[CH:15]=[C:14]([CH2:16][C:17]3[C:18](=[O:29])[C:19]([O:27][CH3:28])=[C:20]([O:25][CH3:26])[C:21](=[O:24])[C:22]=3[CH3:23])[CH:13]=[CH:12][C:11]=2[OH:30])=[CH:4][CH:3]=1 |f:1.2|. Procedure: N-(6-Chloropyridin-3-yl)-5-(5,6-dimethoxy-3-methyl-1,4-benzoquinon-2-yl)methyl-2-acetoxybenzamide (0.070 g, 0.144 mmol) was dissolved in methanol (3 ml) and after adding thereto an aqueous saturated sodium hydrogencarbonate solution (1.5 ml), the solution was stirred at room temperature for 3 hours. After the completion of reaction, the reaction solution was diluted with water and then extracted with ethyl acetate. The extract was washed with water and then dried, and the solvent was removed by ... Reactants: C(C)(C)(C)OC(NCCN)=O ((2-amino-ethyl)-carbamic acid tert-butyl ester), C(#N)C1=CC=C(C=C1)NCC1=NC2=C(N1C)C=CC(=C2)C(=O)N(CCC(=O)O)C2=NC=CC=C2 (3-({2-[(4-Cyano-phenylamino)-methyl]-1-methyl-1H-benzoimidazole-5-carbonyl}-pyridin-2-yl-amino)-propionic acid), F[B-](F)(F)F.N1(N=NC2=C1C=CC=C2)OC(=[N+](C)C)N(C)C (2-(1H-benzotriazole-1-yl)-1,1,3,3-tetramethyluronium tetrafluoroborate), CN1CCOCC1 (N-methyl-morpholin). Solvent: O1CCCC1 (tetrahydrofuran), C(C)(=O)OCC (ethyl acetate), O (water). Conditions: time 24 hour. Product: C(C)(C)(C)OC(NCCNC(CCN(C1=NC=CC=C1)C(=O)C1=CC2=C(N(C(=N2)CNC2=CC=C(C=C2)C#N)C)C=C1)=O)=O ({2-[3-({2-[(4-Cyano-phenylamino)-methyl]-1-methyl-1H-benzoimidazole-5-carbonyl}-pyridin-2-yl-amino)-propionylamino]-ethyl}-carbamic acid tert-butyl ester). As a reaction SMILES: [C:1]([C:3]1[CH:8]=[CH:7][C:6]([NH:9][CH2:10][C:11]2[N:15]([CH3:16])[C:14]3[CH:17]=[CH:18][C:19]([C:21]([N:23]([C:29]4[CH:34]=[CH:33][CH:32]=[CH:31][N:30]=4)[CH2:24][CH2:25][C:26](O)=[O:27])=[O:22])=[CH:20][C:13]=3[N:12]=2)=[CH:5][CH:4]=1)#[N:2].F[B-](F)(F)F.N1(OC(N(C)C)=[N+](C)C)C2C=CC=CC=2N=N1.CN1CCOCC1.[C:64]([O:68][C:69](=[O:74])[NH:70][CH2:71][CH2:72][NH2:73])([CH3:67])([CH3:66])[CH3:65]>O1CCCC1.O.C(OCC)(=O)C>[C:64]([O:68][C:69](=[O:74])[NH:70][CH2:71][CH2:72][NH:73][C:26](=[O:27])[CH2:25][CH2:24][N:23]([C:21]([C:19]1[CH:18]=[CH:17][C:14]2[N:15]([CH3:16])[C:11]([CH2:10][NH:9][C:6]3[CH:5]=[CH:4][C:3]([C:1]#[N:2])=[CH:8][CH:7]=3)=[N:12][C:13]=2[CH:20]=1)=[O:22])[C:29]1[CH:34]=[CH:33][CH:32]=[CH:31][N:30]=1)([CH3:67])([CH3:65])[CH3:66] |f:1.2|. Reported procedure: A solution of the product of 2a (2.20 mmol), 2-(1H-benzotriazole-1-yl)-1,1,3,3-tetramethyluronium tetrafluoroborate (TBTU, 2.20 mmol) and N-methyl-morpholin (2.20 mmol) in dry tetrahydrofuran (100 mL) was stirred at room temperature for 15 minutes. Then (2-amino-ethyl)-carbamic acid tert-butyl ester (2.20 mmol) was added and the mixture stirred at room temperature for another 24 hours. The mixture was then diluted with 40 mL water, the product was isolated through extraction with ethyl acetate a... Reactants: C1COCCN1, C1CCOC1, C=CCn1c(Cl)nc2c1c(=O)n(CCCCN1CCC(Cc3ccccc3)C1=O)c(=O)n2CCCCC, c1ccc(P(c2ccccc2)(c2ccccc2)[Pd](P(c2ccccc2)(c2ccccc2)c2ccccc2)(P(c2ccccc2)(c2ccccc2)c2ccccc2)P(c2ccccc2)(c2ccccc2)c2ccccc2)cc1. The product is CCCCCn1c(=O)n(CCCCN2CCC(Cc3ccccc3)C2=O)c(=O)c2[nH]c(Cl)nc21. As a reaction SMILES: [CH2:38]1[NH:39][CH2:40][CH2:41][O:42][CH2:43]1.[CH2:44]1[O:45][CH2:46][CH2:47][CH2:48]1.[Cl:1][c:2]1[n:3][c:4]2[n:5]([CH2:33][CH2:34][CH2:35][CH2:36][CH3:37])[c:6](=[O:32])[n:7]([CH2:15][CH2:16][CH2:17][CH2:18][N:19]3[C:20](=[O:31])[CH:21]([CH2:24][c:25]4[cH:26][cH:27][cH:28][cH:29][cH:30]4)[CH2:22][CH2:23]3)[c:8](=[O:14])[c:9]2[n:10]1[CH2:11][CH:12]=[CH2:13].[cH:49]1[cH:50][cH:51][c:52]([P:53]([Pd:54]([P:55]([c:56]2[cH:57][cH:58][cH:59][cH:60][cH:61]2)([c:62]2[cH:63][cH:64][cH:65][cH:66][cH:67]2)[c:68]2[cH:69][cH:70][cH:71][cH:72][cH:73]2)([P:74]([c:75]2[cH:76][cH:77][cH:78][cH:79][cH:80]2)([c:81]2[cH:82][cH:83][cH:84][cH:85][cH:86]2)[c:87]2[cH:88][cH:89][cH:90][cH:91][cH:92]2)[P:93]([c:94]2[cH:95][cH:96][cH:97][cH:98][cH:99]2)([c:100]2[cH:101][cH:102][cH:103][cH:104][cH:105]2)[c:106]2[cH:107][cH:108][cH:109][cH:110][cH:111]2)([c:112]2[cH:113][cH:114][cH:115][cH:116][cH:117]2)[c:118]2[cH:119][cH:120][cH:121][cH:122][cH:123]2)[cH:124][cH:125]1>>[Cl:1][c:2]1[n:3][c:4]2[n:5]([CH2:33][CH2:34][CH2:35][CH2:36][CH3:37])[c:6](=[O:32])[n:7]([CH2:15][CH2:16][CH2:17][CH2:18][N:19]3[C:20](=[O:31])[CH:21]([CH2:24][c:25]4[cH:26][cH:27][cH:28][cH:29][cH:30]4)[CH2:22][CH2:23]3)[c:8](=[O:14])[c:9]2[nH:10]1. RXN SMILES: [F:1][C:2]1[CH:7]=[C:6]([CH2:8][S:9]([CH3:12])(=[O:11])=[O:10])[CH:5]=[CH:4][C:3]=1[C:13]1[CH:14]=[C:15]2[CH2:21][CH:20]([CH:22]3[CH2:27][CH2:26][NH:25][CH2:24][CH2:23]3)[O:19][C:16]2=[CH:17][N:18]=1.[F:28][C:29]([F:40])([F:39])[C:30]1([CH2:33]OS(C)(=O)=O)[CH2:32][CH2:31]1>>[F:1][C:2]1[CH:7]=[C:6]([CH2:8][S:9]([CH3:12])(=[O:10])=[O:11])[CH:5]=[CH:4][C:3]=1[C:13]1[CH:14]=[C:15]2[CH2:21][CH:20]([CH:22]3[CH2:27][CH2:26][N:25]([CH2:33][C:30]4([C:29]([F:40])([F:39])[F:28])[CH2:32][CH2:31]4)[CH2:24][CH2:23]3)[O:19][C:16]2=[CH:17][N:18]=1. Yields the product FC1=C(C=CC(=C1)CS(=O)(=O)C)C=1C=C2C(=CN1)OC(C2)C2CCN(CC2)CC2(CC2)C(F)(F)F (5-(2-Fluoro-4-methanesulfonylmethyl-phenyl)-2-{1-[(1-trifluoromethyl-cyclopropyl)methyl]-piperidin-4-yl}-2,3-dihydrofuro[2,3-c]pyridine). Procedure details: The title compound is prepared from 5-(2-fluoro-4-methanesulfonylmethyl-phenyl)-2-piperidin-4-yl-2,3-dihydro-furo[2,3-c]pyridine and methanesulfonic acid (1-trifluoromethyl-cyclopropyl)methyl ester following a procedure analogous to that described for Example 2. LC (method 1): tR=1.01 min; Mass spectrum (ESI+): m/z=513 [M+H]+. Reactants: FC1=C(C=CC(=C1)CS(=O)(=O)C)C=1C=C2C(=CN1)OC(C2)C2CCNCC2 (5-(2-fluoro-4-methanesulfonylmethyl-phenyl)-2-piperidin-4-yl-2,3-dihydro-furo[2,3-c]pyridine), FC(C1(CC1)COS(=O)(=O)C)(F)F (methanesulfonic acid (1-trifluoromethyl-cyclopropyl)methyl ester). Starting materials: COC(=O)C1=C(C(=CC=C1)[N+](=O)[O-])C(C(=O)OC)C(=O)OC (Dimethyl 2-methoxycarbonyl-6-nitrophenylmalonate), C(C)(=O)O (acetic acid). The solvent is Cl (hydrochloric acid). Yields the product C(=O)(O)C1=C2CC(NC2=CC=C1)=O (4-carboxy-2-oxindole). Isolated yield 38.1%. As a reaction SMILES: C[O:2][C:3]([C:5]1[CH:10]=[CH:9][CH:8]=[C:7]([N+:11]([O-])=O)[C:6]=1[CH:14](C(OC)=O)[C:15]([O:17]C)=O)=[O:4].C(O)(=O)C>Cl>[C:3]([C:5]1[CH:10]=[CH:9][CH:8]=[C:7]2[C:6]=1[CH2:14][C:15](=[O:17])[NH:11]2)([OH:2])=[O:4]. Reported procedure: Dimethyl 2-methoxycarbonyl-6-nitrophenylmalonate (3.0 g) was refluxed in 50 mL of 6 N hydrochloric acid overnight. The mixture was concentrated to dryness and refluxed for 2 hours with 1.1 g of tin (11) chloride in 20 mL of ethanol. The mixture was filtered through Celite, concentrated and chromatographed on silica gel in ethyl acetate:hexane;acetic acid to give 0.65 g (37% yield) of 4-carboxy-2-oxindole as a while solid. Starting materials: C(OC)(OC)=O (Dimethyl carbonate), [H-].[Na+] (NaH), C(#N)C1=CC=C(C=C1)C(C)=O (p-cyanoacetophenone). Run in O1CCOCC1 (dioxane), O1CCOCC1 (dioxane). Conditions: time 2 hour. Yields the product C(#N)C1=CC=C(C(=O)CC(=O)OC)C=C1 (Methyl p-Cyanobenzoylacetate). As a reaction SMILES: [C:1](=[O:6])([O:4][CH3:5])OC.[H-].[Na+].[C:9]([C:11]1[CH:16]=[CH:15][C:14]([C:17](=[O:19])[CH3:18])=[CH:13][CH:12]=1)#[N:10]>O1CCOCC1>[C:9]([C:11]1[CH:16]=[CH:15][C:14]([C:17]([CH2:18][C:1]([O:4][CH3:5])=[O:6])=[O:19])=[CH:13][CH:12]=1)#[N:10] |f:1.2|. Procedure: Dimethyl carbonate (126 g, 1.4 moles) was added dropwise to a slurry of NaH (50% in mineral oil, 13.44 g, 0.28 mole) slurried in 280 ml of dry dioxane. The reaction mixture was warmed to 80°-85° and p-cyanoacetophenone (40.7 g, 0.28 mole) in 140 ml dioxane added dropwise (at about 3/4 addition, mechanical loss due to foaming occurred; such losses are avoided by slower addition, e.g., over 1 hour). After addition was complete, heating at 80° was continued for 2 hours and crude product recovered b... Starting materials: O=C1CCC(=O)N1Br, COC(=O)c1ccc(C)c(OC)c1, CCOC(C)=O, CC(C)(C#N)N=NC(C)(C)C#N. Yields the product COC(=O)c1ccc(CBr)c(OC)c1. As a reaction SMILES: [Br:14][N:15]1[C:16](=[O:17])[CH2:18][CH2:19][C:20]1=[O:21].[CH3:1][O:2][c:3]1[cH:4][c:5]([C:6](=[O:7])[O:8][CH3:9])[cH:10][cH:11][c:12]1[CH3:13].[CH3:34][CH2:35][O:36][C:37](=[O:38])[CH3:39].[N:22]([C:23]([CH3:24])([CH3:25])[C:26]#[N:27])=[N:28][C:29]([CH3:30])([CH3:31])[C:32]#[N:33]>>[CH3:1][O:2][c:3]1[cH:4][c:5]([C:6](=[O:7])[O:8][CH3:9])[cH:10][cH:11][c:12]1[CH2:13][Br:14]. Reactants: COC=1C=C(C=C(C1)OC)N1C(NC2=NC(=NC=C2C1)S(=O)C)=O (3-(3,5-dimethoxy-phenyl)-7-methanesulfinyl-3,4-dihydro-pyrimido[4,5-d]pyrimidin-2(1H)-one), C(C)N(CC)CCCN (diethylaminopropylamine). Product: C(C)N(CCCNC1=NC=C2C(=N1)NC(N(C2)C2=CC(=CC(=C2)OC)OC)=O)CC (7-(3-Diethylamino-propylamino)-3-(3,5-dimethoxy-phenyl)-3,4-dihydro-pyrimido[4,5-d]pyrimidin-2(1H)-one). Isolated yield 40.0%. As a reaction SMILES: [CH3:1][O:2][C:3]1[CH:4]=[C:5]([N:11]2[CH2:20][C:19]3[C:14](=[N:15][C:16](S(C)=O)=[N:17][CH:18]=3)[NH:13][C:12]2=[O:24])[CH:6]=[C:7]([O:9][CH3:10])[CH:8]=1.[CH2:25]([N:27]([CH2:30][CH2:31][CH2:32][NH2:33])[CH2:28][CH3:29])[CH3:26]>>[CH2:25]([N:27]([CH2:28][CH3:29])[CH2:30][CH2:31][CH2:32][NH:33][C:16]1[N:15]=[C:14]2[NH:13][C:12](=[O:24])[N:11]([C:5]3[CH:4]=[C:3]([O:2][CH3:1])[CH:8]=[C:7]([O:9][CH3:10])[CH:6]=3)[CH2:20][C:19]2=[CH:18][N:17]=1)[CH3:26]. Reported procedure: Using the general procedure above, 3-(3,5-dimethoxy-phenyl)-7-methanesulfinyl-3,4-dihydro-pyrimido[4,5-d]pyrimidin-2(1H)-one and 0.1121 g (0.861 mmol) of diethylaminopropylamine were reacted. The residue was chromatographed eluting with acetonitrile/ethanol/triethylamine (8:1:0.5 v/v/v) to give 0.0476 g (40%) of the title compound: HPLC=89% pure.